This data is from the Open Reaction Database (ORD), a public repository of structured organic reaction records. The task is: describe an organic reaction: reactants, conditions, products, and yield Starting materials: BrC1=CC=C(N)C=C1 (4-bromoaniline), C(=O)([O-])[O-].[Na+].[Na+] (Na2CO3), ClCC(=O)Cl (chloroacetyl chloride). Run in CC(=O)C (acetone). Reaction conditions: time 3 hour. Product: BrC1=CC=C(C=C1)NC(CCl)=O (N-(4-Bromophenyl)-α-chloroacetamide). RXN SMILES: [Br:1][C:2]1[CH:8]=[CH:7][C:5]([NH2:6])=[CH:4][CH:3]=1.C([O-])([O-])=O.[Na+].[Na+].[Cl:15][CH2:16][C:17](Cl)=[O:18]>CC(C)=O>[Br:1][C:2]1[CH:8]=[CH:7][C:5]([NH:6][C:17](=[O:18])[CH2:16][Cl:15])=[CH:4][CH:3]=1 |f:1.2.3|. Procedure: A mixture of 8.60 g (0.05 mol) of 4-bromoaniline, 10.60 g (0.10 mol) of Na2CO3, and 6.78 g (0.06 mol) of chloroacetyl chloride in 100 mL of acetone was stirred at ambient temperature for 3 h. The mixture was concentrated in vacuo, and the residue was partitioned between EtOAc and H2O. The organic layer was separated, washed with H2O, dried over Na2SO4, filtered, and evaporated in vacuo to give 11.4 g of analytically pure title compound as light crystals.